This data is from the Open Reaction Database (ORD), a public repository of structured organic reaction records. The task is: describe an organic reaction: reactants, conditions, products, and yield Starting materials: CC(=O)N1CC(C)(C)Oc2cc3c(cc21)no[n+]3[O-], Cc1ccccc1, CCOP(OCC)OCC. The product is CC(=O)N1CC(C)(C)Oc2cc3nonc3cc21. Reaction SMILES: [C:1]([CH3:2])(=[O:3])[N:4]1[CH2:5][C:6]([CH3:18])([CH3:19])[O:7][c:8]2[c:9]1[cH:10][c:11]1[c:12]([cH:13]2)[n+:14]([O-:17])[o:15][n:16]1.[CH3:30][c:31]1[cH:32][cH:33][cH:34][cH:35][cH:36]1.[P:20]([O:21][CH2:22][CH3:23])([O:24][CH2:25][CH3:26])[O:27][CH2:28][CH3:29]>>[C:1]([CH3:2])(=[O:3])[N:4]1[CH2:5][C:6]([CH3:18])([CH3:19])[O:7][c:8]2[c:9]1[cH:10][c:11]1[c:12]([cH:13]2)[n:14][o:15][n:16]1. The reactants are COC(OC)C1(C)Oc2ccc([N+](=O)[O-])cc2C2OC21, Cc1ccc(NCc2ncc[nH]2)c(C)c1. Product: COC(OC)C1(C)Oc2ccc([N+](=O)[O-])cc2C(N(Cc2ncc[nH]2)c2ccc(C)cc2C)C1O. RXN SMILES: [CH3:1][O:2][CH:3]([C:4]1([CH3:18])[O:5][c:6]2[c:7]([cH:11][c:12]([N+:15](=[O:16])[O-:17])[cH:13][cH:14]2)[CH:8]2[CH:9]1[O:10]2)[O:19][CH3:20].[CH3:21][c:22]1[c:23]([NH:29][CH2:30][c:31]2[nH:32][cH:33][cH:34][n:35]2)[cH:24][cH:25][c:26]([CH3:28])[cH:27]1>>[CH3:1][O:2][CH:3]([C:4]1([CH3:18])[O:5][c:6]2[c:7]([cH:11][c:12]([N+:15](=[O:16])[O-:17])[cH:13][cH:14]2)[CH:8]([N:29]([c:23]2[c:22]([CH3:21])[cH:27][c:26]([CH3:28])[cH:25][cH:24]2)[CH2:30][c:31]2[n:32][cH:33][cH:34][nH:35]2)[CH:9]1[OH:10])[O:19][CH3:20]. Reactants: C(C1=CC=2OCOC2C=C1)Cl (piperonyl chloride), O (Water), C([O-])([O-])=O.[K+].[K+] (potassium carbonate), Cl.Cl.NC1CCN(CC1)CCCC(=O)C1=CC=CC=C1 (4-Amino-1-(4-phenyl-4-oxobutyl)piperidine dihydrochloride). Solvent: C(Cl)(Cl)Cl (chloroform), C(Cl)(Cl)Cl (chloroform). Reaction conditions: time 18 hour. Yields the product C(C1=CC=2OCOC2C=C1)(=O)NC1CCN(CC1)CCCC(=O)C1=CC=CC=C1 (4-Piperonylamido-1-(4-phenyl-4-oxobutyl)-piperidine). Reaction SMILES: Cl.Cl.[NH2:3][CH:4]1[CH2:9][CH2:8][N:7]([CH2:10][CH2:11][CH2:12][C:13]([C:15]2[CH:20]=[CH:19][CH:18]=[CH:17][CH:16]=2)=[O:14])[CH2:6][CH2:5]1.O.C(=O)([O-])[O-:23].[K+].[K+].[CH2:28](Cl)[C:29]1[CH:37]=[CH:36][C:35]2[O:34][CH2:33][O:32][C:31]=2[CH:30]=1>C(Cl)(Cl)Cl>[C:28]([NH:3][CH:4]1[CH2:9][CH2:8][N:7]([CH2:10][CH2:11][CH2:12][C:13]([C:15]2[CH:16]=[CH:17][CH:18]=[CH:19][CH:20]=2)=[O:14])[CH2:6][CH2:5]1)(=[O:23])[C:29]1[CH:37]=[CH:36][C:35]2[O:34][CH2:33][O:32][C:31]=2[CH:30]=1 |f:0.1.2,4.5.6|. Procedure: 4-Amino-1-(4-phenyl-4-oxobutyl)piperidine dihydrochloride (3.19 g.) was stirred in chloroform (50 ml.). Water (20 ml.) containing potassium carbonate (8.28 g.) was added followed by dropwise addition of piperonyl chloride (1.84 g.) in chloroform (10 ml.). The mixture was stirred for 18 hr. Some of the title compound separated as the free base and was filtered off. The two-phase filtrate was separated and the remainder of the title compound (base) obtained. The combined bases were dissolved in et... Reactants: Brc1ccccn1, N, NCCCN, c1ccncc1. Product: NCCCNc1ccccn1. RXN SMILES: [Br:6][c:7]1[n:8][cH:9][cH:10][cH:11][cH:12]1.[N:13].[NH2:1][CH2:2][CH2:3][CH2:4][NH2:5].[cH:14]1[cH:15][cH:16][n:17][cH:18][cH:19]1>>[NH:1]([CH2:2][CH2:3][CH2:4][NH2:5])[c:7]1[n:8][cH:9][cH:10][cH:11][cH:12]1.